The task is: describe an organic reaction: reactants, conditions, products, and yield. This data is from the Open Reaction Database (ORD), a public repository of structured organic reaction records. The reactants are [Na] (sodium), C(C=CCCCC)O (2-hepten-1-ol), C(CCC)O (n-butyl alcohol). Run in C1(=CC=CC=C1)C (toluene). Reaction conditions: temperature 60 celsius. Product: [Na].C(C=CCCCC)O (2-hepten-1-ol sodium salt), [Na].C(CCC)O (n-butyl alcohol sodium salt). RXN SMILES: [CH2:1]([OH:8])[CH:2]=[CH:3][CH2:4][CH2:5][CH2:6][CH3:7].[CH2:9]([OH:13])[CH2:10][CH2:11][CH3:12].[Na:14]>C1(C)C=CC=CC=1>[Na:14].[CH2:1]([OH:8])[CH:2]=[CH:3][CH2:4][CH2:5][CH2:6][CH3:7].[Na:14].[CH2:9]([OH:13])[CH2:10][CH2:11][CH3:12] |f:4.5,6.7,^1:13,21,30|. Reported procedure: Into a 5-liter flask equipped with a reflux condenser, a thermometer, and a stirrer, 3,500 mL of toluene is weighed and put, and 707 g (6.2 mol) of 2-hepten-1-ol and 459 g (6.2 mol) of n-butyl alcohol are added thereto, followed by stirring until homogeneous. 74 g (3.2 gram atom) of metallic sodium is introduced thereto at 50° C. or lower, followed by warming to 60° C. over 1 hour after the completion of the introduction, and then stirring at from 60° C. to 68° C. for 4 hours to obtain a solutio... The reactants are CC1(C)CCCNC1, CN(C)C=O, O=C1c2c(Cl)cccc2-n2cnc(-c3noc(CCl)n3)c2C2CCN12. Product: CC1(C)CCCN(Cc2nc(-c3ncn4c3C3CCN3C(=O)c3c(Cl)cccc3-4)no2)C1. Reaction SMILES: [CH3:26][C:27]1([CH3:33])[CH2:28][NH:29][CH2:30][CH2:31][CH2:32]1.[CH3:34][N:35]([CH3:36])[CH:37]=[O:38].[Cl:1][c:2]1[cH:3][cH:4][cH:5][c:6]2[c:7]1[C:8](=[O:25])[N:9]1[CH:10]([c:11]3[n:12]-2[cH:13][n:14][c:15]3-[c:16]2[n:17][o:18][c:19]([CH2:21][Cl:22])[n:20]2)[CH2:23][CH2:24]1>>[Cl:1][c:2]1[cH:3][cH:4][cH:5][c:6]2[c:7]1[C:8](=[O:25])[N:9]1[CH:10]([c:11]3[n:12]-2[cH:13][n:14][c:15]3-[c:16]2[n:17][o:18][c:19]([CH2:21][N:29]3[CH2:28][C:27]([CH3:26])([CH3:33])[CH2:32][CH2:31][CH2:30]3)[n:20]2)[CH2:23][CH2:24]1.